This data is from the Open Reaction Database (ORD), a public repository of structured organic reaction records. The task is: describe an organic reaction: reactants, conditions, products, and yield The reactants are C1CCOC1, COc1ccc(P2(=S)SP(=S)(c3ccc(OC)cc3)S2)cc1, Nc1nc(-c2ccc(C(=O)NC3CC3)cc2)cs1. The product is Nc1nc(-c2ccc(C(=S)NC3CC3)cc2)cs1. RXN SMILES: [CH2:41]1[O:42][CH2:43][CH2:44][CH2:45]1.[CH3:19][O:20][c:21]1[cH:22][cH:23][c:24]([P:25]2(=[S:28])[S:26][P:27]([c:29]3[cH:30][cH:31][c:32]([O:33][CH3:34])[cH:35][cH:36]3)(=[S:37])[S:38]2)[cH:39][cH:40]1.[NH2:1][c:2]1[s:3][cH:4][c:5](-[c:7]2[cH:8][cH:9][c:10]([C:11](=[O:12])[NH:13][CH:14]3[CH2:15][CH2:16]3)[cH:17][cH:18]2)[n:6]1>>[NH2:1][c:2]1[s:3][cH:4][c:5](-[c:7]2[cH:8][cH:9][c:10]([C:11]([NH:13][CH:14]3[CH2:15][CH2:16]3)=[S:28])[cH:17][cH:18]2)[n:6]1. The reactants are OC1=C(C(=CC=C1)OC)C1CCCC(N1CC1=CC=C(C=C1)OC(F)(F)F)=O (6-(2-hydroxy-6-methoxyphenyl)-1-(4-(trifluoromethoxy)benzyl)piperidin-2-one), BrCCOC (1-bromo-2-methoxyethane). Yields the product COC1=C(C(=CC=C1)OCCOC)C1CCCC(N1CC1=CC=C(C=C1)OC(F)(F)F)=O (6-(2-methoxy-6-(2-methoxyethoxy)phenyl)-1-(4-(trifluoromethoxy)benzyl)piperidin-2-one). RXN SMILES: [OH:1][C:2]1[CH:7]=[CH:6][CH:5]=[C:4]([O:8][CH3:9])[C:3]=1[CH:10]1[N:15]([CH2:16][C:17]2[CH:22]=[CH:21][C:20]([O:23][C:24]([F:27])([F:26])[F:25])=[CH:19][CH:18]=2)[C:14](=[O:28])[CH2:13][CH2:12][CH2:11]1.Br[CH2:30][CH2:31][O:32][CH3:33]>>[CH3:9][O:8][C:4]1[CH:5]=[CH:6][CH:7]=[C:2]([O:1][CH2:30][CH2:31][O:32][CH3:33])[C:3]=1[CH:10]1[N:15]([CH2:16][C:17]2[CH:22]=[CH:21][C:20]([O:23][C:24]([F:27])([F:25])[F:26])=[CH:19][CH:18]=2)[C:14](=[O:28])[CH2:13][CH2:12][CH2:11]1. Procedure: Prepared according to the described general procedure 7 (GP7) by O-alkylation of 6-(2-hydroxy-6-methoxyphenyl)-1-(4-(trifluoromethoxy)benzyl)piperidin-2-one with commercially available 1-bromo-2-methoxyethane. Subsequent purification by preparative HPLC afforded the target compound. LC-MS (conditions E): tR=0.80 min.; [M+H]+: 454.25 g/mol. The reactants are C#CCBr, CN(C)C=O, [H-], CC1Oc2cc(F)c(N)cc2NC1=O, [Na+], O. Product: C#CCN1C(=O)C(C)Oc2cc(F)c(N)cc21. RXN SMILES: [CH2:17]([C:18]#[CH:19])[Br:20].[CH3:22][N:23]([CH3:24])[CH:25]=[O:26].[H-:1].[NH2:3][c:4]1[c:5]([F:16])[cH:6][c:7]2[c:8]([cH:15]1)[NH:9][C:10](=[O:14])[CH:11]([CH3:13])[O:12]2.[Na+:2].[OH2:21]>>[NH2:3][c:4]1[c:5]([F:16])[cH:6][c:7]2[c:8]([cH:15]1)[N:9]([CH2:19][C:18]#[CH:17])[C:10](=[O:14])[CH:11]([CH3:13])[O:12]2. Starting materials: CO (methanol), Cl.COC(=O)C=1C=2C(=CNC2C=CC1)CN (3-(aminomethyl)indole-4-carboxylic acid methyl ester hydrochloride), [Na] (Sodium), CO (methanol). Solvent: ice water. Run at time 1.5 hour. The product is C1N=CC=C2C(C=CC=C12)=O (isoquinolin-5(1 H)-one). As a reaction SMILES: [Na].Cl.CO[C:5]([C:7]1[C:8]2[C:9](CN)=[CH:10][NH:11][C:12]=2[CH:13]=[CH:14][CH:15]=1)=O.C[OH:19]>>[CH2:5]1[C:7]2[C:8]([C:12](=[O:19])[CH:13]=[CH:14][CH:15]=2)=[CH:9][CH:10]=[N:11]1 |f:1.2,^1:0|. Procedure: Sodium metal (19.2 g) is dissolved in absolute methanol (1 l.) with ice-water cooling. To the clear solution is added a solution of 3-(aminomethyl)indole-4-carboxylic acid methyl ester hydrochloride (102.7 g), described in Example 3, in absolute methanol (1 l.). The addition is done in portions within a few minutes. After stiring for 1.5 hr at room temperature the solution is concentrated to near dryness and ice cold water (250 ml) is added to the crystalline residue. The precipitate is collecte... Procedure: Two g of the product of Example 58 was dissolved in 10 ml of dimethylformamide and 1.9 g of carbonyldiimidazole was added. The mixture was stirred at room temperature for 20 minutes, and 0.6 g of 35% ammonium hydroxide was added. The mixture was then stirred for 20 hours at room temperature and was poured over ice-water. The product was collected by filtration and dried to obtain 1.4 g of the desired product, m.p. 156°-158°. Solvent: CN(C=O)C (dimethylformamide). Reaction SMILES: [C:1]([CH:4]([O:6][C:7]1[N:11]=[CH:10][N:9]([C:12]2[CH:17]=[CH:16][CH:15]=[C:14]([F:18])[CH:13]=2)[N:8]=1)[CH3:5])(O)=[O:2].C(N1C=CN=C1)([N:21]1C=CN=C1)=O.[OH-].[NH4+]>CN(C)C=O>[NH2:21][C:1]([CH:4]([O:6][C:7]1[N:11]=[CH:10][N:9]([C:12]2[CH:17]=[CH:16][CH:15]=[C:14]([F:18])[CH:13]=2)[N:8]=1)[CH3:5])=[O:2] |f:2.3|. The product is NC(=O)C(C)OC1=NN(C=N1)C1=CC(=CC=C1)F (3-(1-aminocarbonylethoxy)-1-(3-fluorophenyl)-1,2,4-triazole). Starting materials: ice water, C(=O)(O)C(C)OC1=NN(C=N1)C1=CC(=CC=C1)F (3-(1-carboxyethoxy)-1-(3-fluorophenyl)-1,2,4-1H-triazole), [OH-].[NH4+] (ammonium hydroxide), C(=O)(N1C=NC=C1)N1C=NC=C1 (carbonyldiimidazole). Run at time 20 minute. Reactants: NS(=O)(=O)C1=C(C(=O)N(CC)CC)C(=CC=C1)C(C)[Si](C)(C)C (2-aminosulfonyl-N,N-diethyl-6-[1-(trimethylsilyl)-ethyl]benzamide). Run in C(C)(=O)O (acetic acid). Yields the product C[Si](C(C)C1=C2C(NS(=O)(=O)C2=CC=C1)=O)(C)C (4-[1-(trimethylsilyl)-ethyl]saccharin). Isolated yield 0.1%. RXN SMILES: N[S:2]([C:5]1[CH:17]=[CH:16][CH:15]=[C:14]([CH:18]([Si:20]([CH3:23])([CH3:22])[CH3:21])[CH3:19])[C:6]=1[C:7]([N:9](CC)CC)=[O:8])(=[O:4])=[O:3]>C(O)(=O)C>[CH3:21][Si:20]([CH3:23])([CH3:22])[CH:18]([C:14]1[CH:15]=[CH:16][CH:17]=[C:5]2[C:6]=1[C:7](=[O:8])[NH:9][S:2]2(=[O:4])=[O:3])[CH3:19]. Procedure: To a solution of sec-BuLi (0.97M, 5.10 mL, 4.96 mmol) and TMEDA (0.75 mL, 4.96 mmol) in THF at -78° C. was added the amide (1.25 g, 4.50 mmol) in THF. Excess SO2 in THF was added quickly at -78° C. then warmed to room temperature. The THF was removed in vacuo and the residue treated at 0° C. with two equivalents of a 1:1 solution of sodium hydroxide (0.36 g, 9.0 mmol) and hydroxylamine-O-sulfonic acid (1.0 g, 9.0 mmol) in H2O. The reaction was stirred at room temperature for 4 hrs, extracted wit...